Dataset: the Open Reaction Database (ORD), a public repository of structured organic reaction records. Task: describe an organic reaction: reactants, conditions, products, and yield Yields the product COC=1C=C(C=C(C1OC)OC)CC(=O)C=1NC(C2=CC=CC=C2C1)=CC1=CC(=C(C=C1)OC)OC (3,4,5-trimethoxybenzeneacetyl-1-[(3,4-dimethoxyphenyl)-methylene]isoquinoline). Run in C(Cl)(Cl)Cl (chloroform), C1=CC=CC=C1 (benzene). RXN SMILES: CO[C:3]1[CH:4]=[C:5]2[C:10](=[CH:11][C:12]=1OC)[C:9](=[CH:15][C:16]1[CH:21]=[CH:20][C:19]([O:22][CH3:23])=[C:18]([O:24][CH3:25])[CH:17]=1)[NH:8][CH2:7][CH2:6]2.N1C=CC=CC=1.C(N(C(C)C)C(C)C)C.[CH3:41][O:42][C:43]1[CH:44]=[C:45]([CH2:53][C:54](Cl)=[O:55])[CH:46]=[C:47]([O:51][CH3:52])[C:48]=1[O:49][CH3:50]>C(Cl)(Cl)Cl.C1C=CC=CC=1>[CH3:52][O:51][C:47]1[CH:46]=[C:45]([CH2:53][C:54]([C:7]2[NH:8][C:9](=[CH:15][C:16]3[CH:21]=[CH:20][C:19]([O:22][CH3:23])=[C:18]([O:24][CH3:25])[CH:17]=3)[C:10]3[C:5]([CH:6]=2)=[CH:4][CH:3]=[CH:12][CH:11]=3)=[O:55])[CH:44]=[C:43]([O:42][CH3:41])[C:48]=1[O:49][CH3:50]. Procedure: To a suspension of 12 parts of 3,4-dihydro-6,7-dimethoxy-1-[(3,4-dimethoxyphenyl)methylene]isoquinoline in 50 parts of pyridine and 5 parts of N-ethyl-N-(1-methylethyl)-2-propanamine is added a solution of 10 parts of 3,4,5-trimethoxybenzeneacetyl chloride in 45 parts of benzene. The resultant mixture is heated at the boiling point under reflux for 1 hour, then cooled and thereupon diluted with 500 parts of chloroform. The resultant solution is washed with water, dried over anhydrous sodium sulf... Starting materials: 12, COC=1C=C2CCNC(C2=CC1OC)=CC1=CC(=C(C=C1)OC)OC (3,4-dihydro-6,7-dimethoxy-1-[(3,4-dimethoxyphenyl)methylene]isoquinoline), N1=CC=CC=C1 (pyridine), C(C)N(C(C)C)C(C)C (N-ethyl-N-(1-methylethyl)-2-propanamine), 10, COC=1C=C(C=C(C1OC)OC)CC(=O)Cl (3,4,5-trimethoxybenzeneacetyl chloride), resultant mixture. Starting materials: O (water), [H-].[Na+] (Sodium hydride), C(C)OC1=NNC=C1CCC(=O)OCC (ethyl 3-(3-ethoxy-1H-pyrazol-4-yl)propionate), ClCC1=CC(=NO1)CC1=NC2=CC=CC=C2C=C1 (2-(5-chloromethyl-3-isoxazolylmethyl)quinoline). Solvent: CN(C=O)C (N,N-dimethylformamide). Reaction conditions: time 1 hour. Yields the product C(C)OC1=NN(C=C1CCC(=O)OCC)CC1=CC(=NO1)OCC1=NC2=CC=CC=C2C=C1 (ethyl 3-[3-ethoxy-1-[3-(2-quinolylmethoxy)-5-isoxazolylmethyl]-1H-pyrazol-4-yl]propionate). The yield is 92.0%. As a reaction SMILES: [H-].[Na+].[CH2:3]([O:5][C:6]1[C:10]([CH2:11][CH2:12][C:13]([O:15][CH2:16][CH3:17])=[O:14])=[CH:9][NH:8][N:7]=1)[CH3:4].ClCC1ON=C([CH2:25][C:26]2[CH:35]=[CH:34][C:33]3[C:28](=[CH:29][CH:30]=[CH:31][CH:32]=3)[N:27]=2)C=1.[OH2:36]>CN(C)C=O>[CH2:3]([O:5][C:6]1[C:10]([CH2:11][CH2:12][C:13]([O:15][CH2:16][CH3:17])=[O:14])=[CH:9][N:8]([CH2:12][C:11]2[O:36][N:7]=[C:6]([O:5][CH2:25][C:26]3[CH:35]=[CH:34][C:33]4[C:28](=[CH:29][CH:30]=[CH:31][CH:32]=4)[N:27]=3)[CH:10]=2)[N:7]=1)[CH3:4] |f:0.1|. Procedure: Sodium hydride (60%, oily, 70.0 mg) was added to a solution of ethyl 3-(3-ethoxy-1H-pyrazol-4-yl)propionate (371 mg) and 2-(5-chloromethyl-3-isoxazolylmethyl)quinoline (481 mg) in N,N-dimethylformamide (10 ml) at 0° C., and the mixture was stirred at room temperature for 1 hour. The reaction mixture was poured into water, and extracted with ethyl acetate. The ethyl acetate layer was washed with saturated aqueous sodium chloride solution, dried (MgSO4), and concentrated. The residue was subjected... Starting materials: BrBr (bromine), CC1(CCC(C2=CC(=CC=C12)CCCCCC)(C)C)C (1,1,4,4-tetramethyl-6-hexyl-1,2,3,4-tetrahydro-naphthalene), ice water. Reagents/catalysts: [Fe] (iron). Run in C(Cl)(Cl)(Cl)Cl (carbon tetrachloride). Run at temperature 0 celsius, time 3 hour. Product: CC1(CCC(C2=CC(=C(C=C12)Br)CCCCCC)(C)C)C (1,1,4,4-tetramethyl-6-hexyl-7-bromo-1,2,3,4-tetrahydro-naphthalene). Yield: 100.8%. As a reaction SMILES: [CH3:1][C:2]1([CH3:20])[C:11]2[C:6](=[CH:7][C:8]([CH2:12][CH2:13][CH2:14][CH2:15][CH2:16][CH3:17])=[CH:9][CH:10]=2)[C:5]([CH3:19])([CH3:18])[CH2:4][CH2:3]1.[Br:21]Br>C(Cl)(Cl)(Cl)Cl.[Fe]>[CH3:1][C:2]1([CH3:20])[C:11]2[C:6](=[CH:7][C:8]([CH2:12][CH2:13][CH2:14][CH2:15][CH2:16][CH3:17])=[C:9]([Br:21])[CH:10]=2)[C:5]([CH3:19])([CH3:18])[CH2:4][CH2:3]1. Procedure: 10 g of 1,1,4,4-tetramethyl-6-hexyl-1,2,3,4-tetrahydro-naphthalene were dissolved in 100 ml of carbon tetrachloride and, after the addition of a spatula tip of iron powder, treated dropwise at 0° C. with 6.4 g of bromine. After stirring at 0° C. for 3 hours the reaction mixture was poured into ice-water, extracted with ether and, after drying over sodium sulphate, evaporated. The crude product was purified by filtration over a silica gel column (eluent hexane/ethyl acetate=9:1) and gave 13 g of ... Starting materials: C(=CC1=CC=CC=C1)C1=NN(C2=CC(=CC=C12)N)COCC[Si](C)(C)C (3-styryl-1-[2-(trimethyl-silanyl)-ethoxymethyl]-1H-indazol-6-ylamine), [N+](=O)([O-])C=1C=C(C=CC1)I (m-nitro-iodobenzene), C(=O)([O-])[O-].[Cs+].[Cs+] (Cs2CO3), C1(=CC=CC=C1)C (toluene). Reagents/catalysts: C=1C=CC(=CC1)/C=C/C(=O)/C=C/C2=CC=CC=C2.C=1C=CC(=CC1)/C=C/C(=O)/C=C/C2=CC=CC=C2.C=1C=CC(=CC1)/C=C/C(=O)/C=C/C2=CC=CC=C2.[Pd].[Pd] (Pd2(dba)3), C=1C=CC(=CC1)P(C=2C=CC=CC2)C3=CC=C4C=CC=CC4=C3C5=C6C=CC=CC6=CC=C5P(C=7C=CC=CC7)C=8C=CC=CC8 (BINAP). The solvent is C(C)(=O)OCC (ethyl acetate). Run at temperature 80 celsius. The product is [N+](=O)([O-])C=1C=C(C=CC1)NC1=CC=C2C(=NN(C2=C1)COCC[Si](C)(C)C)C=CC1=CC=CC=C1 ((3-nitro-phenyl)-{3-styryl-1-[2-(trimethyl-silanyl)-ethoxymethyl]-1H-indazol-6-yl}-amine). Yield: 74.0%. Reaction SMILES: [CH:1]([C:9]1[C:17]2[C:12](=[CH:13][C:14]([NH2:18])=[CH:15][CH:16]=2)[N:11]([CH2:19][O:20][CH2:21][CH2:22][Si:23]([CH3:26])([CH3:25])[CH3:24])[N:10]=1)=[CH:2][C:3]1[CH:8]=[CH:7][CH:6]=[CH:5][CH:4]=1.[N+:27]([C:30]1[CH:31]=[C:32](I)[CH:33]=[CH:34][CH:35]=1)([O-:29])=[O:28].C([O-])([O-])=O.[Cs+].[Cs+].C1(C)C=CC=CC=1>C(OCC)(=O)C.C1C=CC(/C=C/C(/C=C/C2C=CC=CC=2)=O)=CC=1.C1C=CC(/C=C/C(/C=C/C2C=CC=CC=2)=O)=CC=1.C1C=CC(/C=C/C(/C=C/C2C=CC=CC=2)=O)=CC=1.[Pd].[Pd].C1C=CC(P(C2C(C3C(P(C4C=CC=CC=4)C4C=CC=CC=4)=CC=C4C=3C=CC=C4)=C3C(C=CC=C3)=CC=2)C2C=CC=CC=2)=CC=1>[N+:27]([C:30]1[CH:35]=[C:34]([NH:18][C:14]2[CH:13]=[C:12]3[C:17]([C:9]([CH:1]=[CH:2][C:3]4[CH:8]=[CH:7][CH:6]=[CH:5][CH:4]=4)=[N:10][N:11]3[CH2:19][O:20][CH2:21][CH2:22][Si:23]([CH3:24])([CH3:26])[CH3:25])=[CH:16][CH:15]=2)[CH:33]=[CH:32][CH:31]=1)([O-:29])=[O:28] |f:2.3.4,7.8.9.10.11|. Procedure details: To 3-styryl-1-[2-(trimethyl-silanyl)-ethoxymethyl]-1H-indazol-6-ylamine (1.1 g, 3 mmol, m-nitro-iodobenzene (0.9 g, 3.6 mmol), BINAP (0.07 g, 0.133 mmol), Pd2(dba)3 (34 mg, 0.0375 mmol) and Cs2CO3 (1.37 g, 4.2 mmol) under an atmosphere of argon was added toluene (6 mL). The resulting heterogeneous mixture was heated to 80° C. After 46 h the reaction was cooled to 23° C. diluted with ethyl acetate (EtOAc) (20 mL) and filtered. Water (5 mL) was added, the phases were separated, and the organic was... Reactants: COC(=O)CBr, O=C([O-])[O-], CN(C)C=O, [K+], [K+], O, CCC(=O)N1CCC(=O)c2cc(O)ccc21. Yields the product CCC(=O)N1CCC(=O)c2cc(OCC(=O)OC)ccc21. Reaction SMILES: [Br:17][CH2:18][C:19](=[O:20])[O:21][CH3:22].[C:23](=[O:24])([O-:25])[O-:26].[CH3:30][N:31]([CH3:32])[CH:33]=[O:34].[K+:27].[K+:28].[OH2:29].[OH:1][c:2]1[cH:3][c:4]2[c:9]([cH:10][cH:11]1)[N:8]([C:12]([CH2:13][CH3:14])=[O:15])[CH2:7][CH2:6][C:5]2=[O:16]>>[O:1]([c:2]1[cH:3][c:4]2[c:9]([cH:10][cH:11]1)[N:8]([C:12]([CH2:13][CH3:14])=[O:15])[CH2:7][CH2:6][C:5]2=[O:16])[CH2:18][C:19](=[O:20])[O:21][CH3:22]. The solvent is ClCCl (dichloromethane). RXN SMILES: COC1C=CC([O:7][C:8]2[CH:9]=[C:10]([C:14]3[N:19]4[N:20]=[C:21]([NH:23][C:24]5[CH:29]=[CH:28][C:27]([O:30][CH2:31][CH2:32][N:33]6[CH2:37][CH2:36][CH2:35][CH2:34]6)=[CH:26][CH:25]=5)[N:22]=[C:18]4[CH:17]=[CH:16][CH:15]=3)[CH:11]=[CH:12][CH:13]=2)=CC=1.FC(F)(F)C(O)=O.C(=O)([O-])O.[Na+]>ClCCl>[N:33]1([CH2:32][CH2:31][O:30][C:27]2[CH:28]=[CH:29][C:24]([NH:23][C:21]3[N:22]=[C:18]4[CH:17]=[CH:16][CH:15]=[C:14]([C:10]5[CH:9]=[C:8]([OH:7])[CH:13]=[CH:12][CH:11]=5)[N:19]4[N:20]=3)=[CH:25][CH:26]=2)[CH2:34][CH2:35][CH2:36][CH2:37]1 |f:2.3|. The product is N1(CCCC1)CCOC1=CC=C(C=C1)NC1=NN2C(C=CC=C2C=2C=C(C=CC2)O)=N1 (3-{2-[4-(2-Pyrrolidin-1-yl-ethoxy)-phenylamino]-[1,2,4]triazolo[1,5-a]pyridin-5-yl}-phenol). Reactants: FC(C(=O)O)(F)F (Trifluoroacetic acid), COC1=CC=C(OC=2C=C(C=CC2)C2=CC=CC=3N2N=C(N3)NC3=CC=C(C=C3)OCCN3CCCC3)C=C1 ({5-[3-(4-Methoxy-phenoxy)-phenyl]-[1,2,4]triazolo[1,5-a]pyridin-2-yl}-[4-(2-pyrrolidin-1-yl-ethoxy)-phenyl]-amine), C(O)([O-])=O.[Na+] (sodium hydrogencarbonate). Reported procedure: {5-[3-(4-Methoxy-phenoxy)-phenyl]-[1,2,4]triazolo[1,5-a]pyridin-2-yl}-[4-(2-pyrrolidin-1-yl-ethoxy)-phenyl]-amine (2.90 g, 5.41 mmol) was dissolved in dichloromethane (10 ml). Trifluoroacetic acid (10 ml) was added and the reaction mixture stirred for 2 hours. Neutralisation was performed by adding saturated aqueous sodium hydrogencarbonate. The aqueous was extracted twice with dichloromethane, then the combined organics were washed with brine, dried over anhydrous magnesium sulfate, filtered an... Reaction conditions: time 2 hour.